The task is: describe an organic reaction: reactants, conditions, products, and yield. This data is from the Open Reaction Database (ORD), a public repository of structured organic reaction records. The reactants are NC=1C(=NC=CC1N[C@@H](C)C=1N(C(C2=C(C=CC=C2C1)C(F)(F)F)=O)C1=CC=CC=C1)S ((S)-3-(1-(3-amino-2-mercaptopyridin-4-ylamino)ethyl)-2-phenyl-8-(trifluoro methyl)isoquinolin-1(2H)-one), C(OCC)(OCC)OCC (triethyl orthoformate). Yields the product C1(=CC=CC=C1)N1C(C2=C(C=CC=C2C=C1[C@H](C)NC1=C2C(=NC=C1)SC=N2)C(F)(F)F)=O ((S)-2-phenyl-3-(1-(thiazolo[5,4-b]pyridin-7-ylamino)ethyl)-8-(trifluoromethyl)isoquinolin-1(2H)-one). As a reaction SMILES: [NH2:1][C:2]1[C:3]([SH:32])=[N:4][CH:5]=[CH:6][C:7]=1[NH:8][C@H:9]([C:11]1[N:12]([C:26]2[CH:31]=[CH:30][CH:29]=[CH:28][CH:27]=2)[C:13](=[O:25])[C:14]2[C:19]([CH:20]=1)=[CH:18][CH:17]=[CH:16][C:15]=2[C:21]([F:24])([F:23])[F:22])[CH3:10].[CH:33](OCC)(OCC)OCC>>[C:26]1([N:12]2[C:11]([C@@H:9]([NH:8][C:7]3[CH:6]=[CH:5][N:4]=[C:3]4[S:32][CH:33]=[N:1][C:2]=34)[CH3:10])=[CH:20][C:19]3[C:14](=[C:15]([C:21]([F:23])([F:22])[F:24])[CH:16]=[CH:17][CH:18]=3)[C:13]2=[O:25])[CH:27]=[CH:28][CH:29]=[CH:30][CH:31]=1. Reported procedure: A mixture of (S)-3-(1-(3-amino-2-mercaptopyridin-4-ylamino)ethyl)-2-phenyl-8-(trifluoro methyl)isoquinolin-1(2H)-one III-35 (80 mg, 0.175 mmol, 1.0 eq) in triethyl orthoformate (180 mL) was stirred at reflux for 2 h. The reaction mixture was allowed to cool to RT and then concentrated in vacuo. The residue was purified by flash column chromatography on silica gel (1-2% MeOH-DCM) to afford the product, (S)-2-phenyl-3-(1-(thiazolo[5,4-b]pyridin-7-ylamino)ethyl)-8-(trifluoromethyl)isoquinolin-1(2H)... Starting materials: O=C([O-])[O-], CN(C)C=O, [Cl-], C#CCOc1cc(Cl)ncn1, Oc1ccccc1C(F)(F)F, [K+], [K+], [NH4+]. Yields the product C#CCOc1cc(Oc2ccccc2C(F)(F)F)ncn1. Reaction SMILES: [C:12](=[O:13])([O-:14])[O-:15].[CH3:31][N:32]([CH3:33])[CH:34]=[O:35].[Cl-:29].[Cl:1][c:2]1[n:3][cH:4][n:5][c:6]([O:8][CH2:9][C:10]#[CH:11])[cH:7]1.[F:18][C:19]([c:20]1[c:21]([OH:26])[cH:22][cH:23][cH:24][cH:25]1)([F:27])[F:28].[K+:16].[K+:17].[NH4+:30]>>[c:2]1([O:26][c:21]2[c:20]([C:19]([F:18])([F:27])[F:28])[cH:25][cH:24][cH:23][cH:22]2)[n:3][cH:4][n:5][c:6]([O:8][CH2:9][C:10]#[CH:11])[cH:7]1. The reactants are S1C(=NC2=C1CCCC2)COC=2C=C(C(=O)OC)C=CC2 (methyl 3-(4,5,6,7-tetrahydrobenzothiazol-2-ylmethoxy)benzoate), O1CCCC1 (tetrahydrofuran), [OH-].[Na+] (sodium hydroxide). Run in CO (methanol). Conditions: time 12 hour. Product: S1C(=NC2=C1CCCC2)COC=2C=C(C(=O)O)C=CC2 (3-(4,5,6,7-tetrahydrobenzothiazol-2-ylmethoxy)benzoic acid). The yield is 74.2%. RXN SMILES: [S:1]1[C:5]2[CH2:6][CH2:7][CH2:8][CH2:9][C:4]=2[N:3]=[C:2]1[CH2:10][O:11][C:12]1[CH:13]=[C:14]([CH:19]=[CH:20][CH:21]=1)[C:15]([O:17]C)=[O:16].O1CCCC1.[OH-].[Na+]>CO>[S:1]1[C:5]2[CH2:6][CH2:7][CH2:8][CH2:9][C:4]=2[N:3]=[C:2]1[CH2:10][O:11][C:12]1[CH:13]=[C:14]([CH:19]=[CH:20][CH:21]=1)[C:15]([OH:17])=[O:16] |f:2.3|. Reported procedure: A mixture of methyl 3-(4,5,6,7-tetrahydrobenzothiazol-2-ylmethoxy)benzoate (361 mg, 1.2 mmol), tetrahydrofuran (2 ml), methanol (2 ml) and 1 N sodium hydroxide (2 ml) was stirred at room temperature for 12 hours and then concentrated under reduced pressure. The resulting residue was dissolved in water and the solution was adjusted to pH 3 by adding 10% citric acid aqueous solution. Thereafter, the solid substance formed was collected by filtration, washed with water, and then dried under reduced... The reactants are CC1(OC(C(O1)=CC(=O)N(OC)CC1=CC(=C(C=C1)C)F)=O)C (2-(2,2-dimethyl-5-oxo-[1,3]dioxolan-4-ylidene)-N-(3-fluoro-4-methyl-benzyl)-N-methoxy-acetamide), CS(=O)(=O)N (methanesulfonamide), compound 22. Yields the product FC=1C=C(CN(C(C=C(C(=O)NS(=O)(=O)C)O)=O)OC)C=CC1C (3-Hydroxy-4-methanesulfonylamino-4-oxo-but-2-enoic acid (3-fluoro-4-methyl-benzyl)-methoxy-amide). Isolated yield 67.7%. Reaction SMILES: CC1(C)[O:6][C:5](=[CH:7][C:8]([N:10]([CH2:13][C:14]2[CH:19]=[CH:18][C:17]([CH3:20])=[C:16]([F:21])[CH:15]=2)[O:11][CH3:12])=[O:9])[C:4](=O)[O:3]1.[CH3:24][S:25]([NH2:28])(=[O:27])=[O:26]>>[F:21][C:16]1[CH:15]=[C:14]([CH:19]=[CH:18][C:17]=1[CH3:20])[CH2:13][N:10]([O:11][CH3:12])[C:8](=[O:9])[CH:7]=[C:5]([OH:6])[C:4]([NH:28][S:25]([CH3:24])(=[O:27])=[O:26])=[O:3]. Procedure: Reaction of 2-(2,2-dimethyl-5-oxo-[1,3]dioxolan-4-ylidene)-N-(3-fluoro-4-methyl-benzyl)-N-methoxy-acetamide (0.135 g, 0.418 mmol) with methanesulfonamide (0.042 g, 0.44 mmol) as described in the preparation of compound 22 gave 0.102 g (68% yield) of the title amide as a white solid. 1H NMR (400 MHz, DMSO) δ: mixture of rotamers: 2.2 (3H, s, CH3), 2.87 and 2.88 (3H, 2 S, SO2CH3), 3.63 and 3.67 (3H, 2 s, OCH3), 4.73 and 4.78 (2H, 2 s, NCH2), 6.14 and 6.16 (1H, 2 s, CH), 7.04-7.27 (3H, m, aromatics... Starting materials: C1(=CC=CC=C1)C(C1=CC=CC=C1)OC(=S)C1=C(CS[C@H]2N1C([C@H]2NC(\C(=N/OC)\C=2N=C(SC2)NC(=O)OC(C)(C)C)=O)=O)CSC=2N=NN(C2)C(C2=CC=CC=C2)(C2=CC=CC=C2)C2=CC=CC=C2 (7β-[(Z)-2-(2-t-butoxycarbonylaminothiazol-4-yl)-2-methoxyiminoacetyl]amino-3-(1-trityl-1,2,3-triazol-4-yl)thiomethylthio-3-cephem-4-carboxylic acid diphenylmethyl ester), C(O)([O-])=O.[Na+] (sodium hydrogen carbonate), [Cl-].[Al+3].[Cl-].[Cl-] (aluminum chloride), Cl (hydrochloric acid). The solvent is C1(=CC=CC=C1)OC (anisole), [N+](=O)([O-])C (nitromethane), O (water), C1(=CC=CC=C1)OC (anisole), C(C)(=O)OCC (ethyl acetate). Reaction conditions: time 30 minute. Product: [Na+].NC=1SC=C(N1)/C(/C(=O)N[C@H]1[C@@H]2N(C(=C(CS2)CSC=2N=NNC2)C(=S)[O-])C1=O)=N/OC (7β-[(Z)-2-(2-aminothiazol-4-yl)-2-methoxyiminoacetyl]amino-3-(1,2,3-triazol-4-yl)thiomethylthio-3-cephem-4-carboxylic acid sodium salt). Isolated yield 66.0%. RXN SMILES: C1(C([O:14][C:15]([C:17]2[N:22]3[C:23](=[O:45])[C@@H:24]([NH:25][C:26](=[O:44])/[C:27](/[C:31]4[N:32]=[C:33]([NH:36]C(OC(C)(C)C)=O)[S:34][CH:35]=4)=[N:28]\[O:29][CH3:30])[C@H:21]3[S:20][CH2:19][C:18]=2[CH2:46][S:47][C:48]2[N:49]=[N:50][N:51](C(C3C=CC=CC=3)(C3C=CC=CC=3)C3C=CC=CC=3)[CH:52]=2)=[S:16])C2C=CC=CC=2)C=CC=CC=1.[Cl-].[Al+3].[Cl-].[Cl-].Cl.C(=O)([O-])O.[Na+:81]>C1(OC)C=CC=CC=1.[N+](C)([O-])=O.O.C(OCC)(=O)C>[Na+:81].[NH2:36][C:33]1[S:34][CH:35]=[C:31](/[C:27](=[N:28]/[O:29][CH3:30])/[C:26]([NH:25][C@@H:24]2[C:23](=[O:45])[N:22]3[C:17]([C:15]([O-:14])=[S:16])=[C:18]([CH2:46][S:47][C:48]4[N:49]=[N:50][NH:51][CH:52]=4)[CH2:19][S:20][C@H:21]23)=[O:44])[N:32]=1 |f:1.2.3.4,6.7,12.13|. Procedure: To a solution of 7β-[(Z)-2-(2-t-butoxycarbonylaminothiazol-4-yl)-2-methoxyiminoacetyl]amino-3-(1-trityl-1,2,3-triazol-4-yl)thiomethylthio-3-cephem-4-carboxylic acid diphenylmethyl ester (570 mg: 0.55 mMol.) in a mixture of anisole (1.7 ml) and nitromethane (5 ml) at -30° C. is added e solution of aluminum chloride (0.51 g: 3.83 mMol.) in anisole (1.8 ml), and the mixture is stirred for 30 minutes. The reaction mixture is mixed with 1N-hydrochloric acid (4 ml) and ethyl acetate (10 ml), stirred a... Starting materials: C(C)(C)NC(C)C (N,N-diisopropylamine), C(CCC)[Li] (n-butyllithium), FC1=C(C(=C(C=C1OC)OC)F)CCC=1N=C2C(=NC1)N(C=C2)S(=O)(=O)C2=CC=CC=C2 (2-[2-(2,6-difluoro-3,5-dimethoxyphenyl)ethyl]-5-(phenylsulfonyl)-5H-pyrrolo[2,3-b]pyrazine), BrC(C(Cl)(Cl)Br)(Cl)Cl (1,2-dibromo-1,1,2,2-tetrachloroethane). The solvent is O1CCCC1 (tetrahydrofuran), O1CCCC1 (tetrahydrofuran), O1CCCC1 (tetrahydrofuran). Conditions: temperature 0 celsius, time 10 minute. Yields the product BrC1=CC=2C(=NC=C(N2)CCC2=C(C(=CC(=C2F)OC)OC)F)N1S(=O)(=O)C1=CC=CC=C1 (6-bromo-2-[2-(2,6-difluoro-3,5-dimethoxyphenyl)ethyl]-5-(phenylsulfonyl)-5H-pyrrolo[2,3-b]pyrazine). Yield: 70456.4%. As a reaction SMILES: C(NC(C)C)(C)C.C([Li])CCC.[F:13][C:14]1[C:19]([O:20][CH3:21])=[CH:18][C:17]([O:22][CH3:23])=[C:16]([F:24])[C:15]=1[CH2:25][CH2:26][C:27]1[N:28]=[C:29]2[CH:35]=[CH:34][N:33]([S:36]([C:39]3[CH:44]=[CH:43][CH:42]=[CH:41][CH:40]=3)(=[O:38])=[O:37])[C:30]2=[N:31][CH:32]=1.[Br:45]C(Cl)(Cl)C(Br)(Cl)Cl>O1CCCC1>[Br:45][C:34]1[N:33]([S:36]([C:39]2[CH:44]=[CH:43][CH:42]=[CH:41][CH:40]=2)(=[O:38])=[O:37])[C:30]2=[N:31][CH:32]=[C:27]([CH2:26][CH2:25][C:15]3[C:16]([F:24])=[C:17]([O:22][CH3:23])[CH:18]=[C:19]([O:20][CH3:21])[C:14]=3[F:13])[N:28]=[C:29]2[CH:35]=1. Procedure details: To a stirred solution of N,N-diisopropylamine (0.150 mL, 1.07 mmol) in tetrahydrofuran (0.48 mL) at 78° C., n-butyllithium (2.5 M in hexanes, 0.428 mL, 1.07 mmol) was added dropwise. After a white precipitate formed, the mixture was warmed up to 0° C. for 10 minutes. The resulting solution was added to a stirred solution of 2-[2-(2,6-difluoro-3,5-dimethoxyphenyl)ethyl]-5-(phenylsulfonyl)-5H-pyrrolo[2,3-b]pyrazine (400 mg, 0.871 mmol) in tetrahydrofuran (3 mL) at 78° C. After 10 minutes, a soluti... Reactants: C1(=CC=CC=C1)\C(=C/C(=O)OC)\C#CC1=CC=CC=C1 (methyl (E)-3,5-diphenylpent-2-en-4-ynoate), CO (methanol), [OH-].[Na+] (sodium hydroxide). Solvent: O1CCCC1 (tetrahydrofuran). Run at time 18 hour. Yields the product C1(=CC=CC=C1)\C(=C/C(=O)O)\C#CC1=CC=CC=C1 ((E)-3,5-Diphenylpent-2-en-4-ynoic acid). Yield: 96.4%. RXN SMILES: [C:1]1(/[C:7](/[C:13]#[C:14][C:15]2[CH:20]=[CH:19][CH:18]=[CH:17][CH:16]=2)=[CH:8]\[C:9]([O:11]C)=[O:10])[CH:6]=[CH:5][CH:4]=[CH:3][CH:2]=1.CO.[OH-].[Na+]>O1CCCC1>[C:1]1(/[C:7](/[C:13]#[C:14][C:15]2[CH:20]=[CH:19][CH:18]=[CH:17][CH:16]=2)=[CH:8]\[C:9]([OH:11])=[O:10])[CH:2]=[CH:3][CH:4]=[CH:5][CH:6]=1 |f:2.3|. Procedure: A mixture of 1.000 g of methyl (E)-3,5-diphenylpent-2-en-4-ynoate (prepared as described in Preparation 104), 15 ml of methanol, 7.5 ml of tetrahydrofuran and 15 ml of a 10% w/v aqueous solution of sodium hydroxide was stirred for 18 hours an room temperature. At the end of this time. The solvent was distilled off under reduced pressure. The resulting residue was diluted with water and extracted twice with diethyl ether. The ethereal extracts were washed with water, dried over anhydrous sodium s... Reactants: C(C=C)(=O)OC (methyl acrylate), CNC (dimethylamine). Yields the product CN(CCC(=O)OC)C (methyl 3-dimethylaminopropionate). RXN SMILES: [CH3:1][NH:2][CH3:3].[C:4]([O:8][CH3:9])(=[O:7])[CH:5]=[CH2:6]>CO>[CH3:1][N:2]([CH3:3])[CH2:6][CH2:5][C:4]([O:8][CH3:9])=[O:7]. Procedure details: Liquid dimethylamine (500 g) is added to 1800 ml of methanol cooled to -35°. A solution of 500 g of methyl acrylate in 850 ml of methanol is then added keeping the temperature between -50° and -60°. The reaction mixture is kept at -50° to -60° for 21/2 hours and then at room temperature overnight. The solvent is removed in vacuo and the residue is distilled under reduced pressure to give methyl 3-dimethylaminopropionate b.p. 60°-70°/16 mm Hg. The solvent is CO (methanol), CO (methanol). Isolated yield 80.6%. Procedure details: 1-benzyl 4-tert-butyl (2S,3S)-2-(dibenzylamino)-3-(2,3-dihydroxypropyl)succinate from step 1j (2.917 g, 5.47 mmol) was dissolved in pyridine (10 mL), cooled to 0° C. and MsCl (0.444 mL, 5.74 mmol) was added. The solution was stirred at 0° C. for 4 hours and diluted by 10% citric acid. The reaction mixture was extracted with EtOAc three times. The combined organic solution was washed by 10% citric acid three times, then brine, dried with MgSO4 and concentrated, the residue was purified on silica ... Conditions: temperature 0 celsius, time 4 hour. Product: C(C1=CC=CC=C1)N([C@H](C(=O)OCC1=CC=CC=C1)[C@@H](C(=O)OC(C)(C)C)CC(COS(=O)(=O)C)O)CC1=CC=CC=C1 (1-benzyl 4-tert-butyl (2S,3S)-2-(dibenzylamino)-3-{2-hydroxy-3-[(methylsulfonyl)oxy]propyl}succinate). Starting materials: CS(=O)(=O)Cl (MsCl), C(C1=CC=CC=C1)N([C@H](C(=O)OCC1=CC=CC=C1)[C@@H](C(=O)OC(C)(C)C)CC(CO)O)CC1=CC=CC=C1 (1-benzyl 4-tert-butyl (2S,3S)-2-(dibenzylamino)-3-(2,3-dihydroxypropyl)succinate), C(CC(O)(C(=O)O)CC(=O)O)(=O)O (citric acid). RXN SMILES: [CH2:1]([N:8]([CH2:33][C:34]1[CH:39]=[CH:38][CH:37]=[CH:36][CH:35]=1)[C@@H:9]([C@H:20]([CH2:28][CH:29]([OH:32])[CH2:30][OH:31])[C:21]([O:23][C:24]([CH3:27])([CH3:26])[CH3:25])=[O:22])[C:10]([O:12][CH2:13][C:14]1[CH:19]=[CH:18][CH:17]=[CH:16][CH:15]=1)=[O:11])[C:2]1[CH:7]=[CH:6][CH:5]=[CH:4][CH:3]=1.[CH3:40][S:41](Cl)(=[O:43])=[O:42].C(O)(=O)CC(CC(O)=O)(C(O)=O)O>N1C=CC=CC=1>[CH2:1]([N:8]([CH2:33][C:34]1[CH:35]=[CH:36][CH:37]=[CH:38][CH:39]=1)[C@@H:9]([C@H:20]([CH2:28][CH:29]([OH:32])[CH2:30][O:31][S:41]([CH3:40])(=[O:43])=[O:42])[C:21]([O:23][C:24]([CH3:27])([CH3:26])[CH3:25])=[O:22])[C:10]([O:12][CH2:13][C:14]1[CH:19]=[CH:18][CH:17]=[CH:16][CH:15]=1)=[O:11])[C:2]1[CH:7]=[CH:6][CH:5]=[CH:4][CH:3]=1. Solvent: N1=CC=CC=C1 (pyridine). Reactants: C(CCC)C=1OC2=C(C1C(C1=CC=C(C=C1)O)O)C=CC=C2 (4-[(2-butyl-benzofuran-3-yl)-hydroxy-methyl]-phenol), C(C)[SiH](CC)CC (triethylsilane), B(F)(F)F.CCOCC (BF3.Et2O). Solvent: CC#N (CH3CN). Reaction conditions: time 10 minute. Product: C(CCC)C=1OC2=C(C1CC1=CC=C(C=C1)O)C=CC=C2 (4-(2-Butyl-benzofuran-3-ylmethyl)-phenol). The yield is 89.3%. RXN SMILES: [CH2:1]([C:5]1[O:6][C:7]2[CH:22]=[CH:21][CH:20]=[CH:19][C:8]=2[C:9]=1[CH:10](O)[C:11]1[CH:16]=[CH:15][C:14]([OH:17])=[CH:13][CH:12]=1)[CH2:2][CH2:3][CH3:4].C([SiH](CC)CC)C.B(F)(F)F.CCOCC>CC#N>[CH2:1]([C:5]1[O:6][C:7]2[CH:22]=[CH:21][CH:20]=[CH:19][C:8]=2[C:9]=1[CH2:10][C:11]1[CH:12]=[CH:13][C:14]([OH:17])=[CH:15][CH:16]=1)[CH2:2][CH2:3][CH3:4] |f:2.3|. Procedure: At −10° C., to a stirred solution of 4-[(2-butyl-benzofuran-3-yl)-hydroxy-methyl]-phenol (2.78 g, 9.39 mmol) in CH3CN was added portionwise triethylsilane (two×1.50 mL, 18.78 mmol total, @ 0.5 h interval). To the reaction was added BF3.Et2O (1.19 mL, 9.39 mmol) and the reaction was stirred for 10 min. The reaction was quenched with sat. aq. KCO3 and extracted with CH2Cl2. The organic extracts were washed with brine (3×), dried (MgSO4) and concentrated. Purification on silica gel gave 2.35 g (89%...